From a dataset of the Open Reaction Database (ORD), a public repository of structured organic reaction records. describe an organic reaction: reactants, conditions, products, and yield Reported procedure: Referring to Scheme II, a mixture of 2,8-dibromo-3,7-dinitrodibenzothiophene-5-oxide 3a and 2,8-dibromo-3-nitrodibenzothiophene-5-oxide 3b was treated in a heterogeneous solvent mixture which include but not limited to acetonitrile, carbon tetrachloride and water, p-dioxane and water, acetonitrile, tetrahydrofuran and water; with an oxidizing agent which include but not limited to sodium periodate and ruthenium(III) chloride; stirred at a temperature range from 15-75° C. until completion as indi... Reaction SMILES: [Br:1][C:2]1[C:19]([N+:20]([O-:22])=[O:21])=[CH:18][C:5]2[S:6](=[O:17])[C:7]3[CH:12]=[C:11]([N+:13]([O-:15])=[O:14])[C:10]([Br:16])=[CH:9][C:8]=3[C:4]=2[CH:3]=1.BrC1C([N+]([O-])=O)=CC2S(=[O:36])C3C=CC(Br)=CC=3C=2C=1.I([O-])(=O)(=O)=O.[Na+]>[Ru](Cl)(Cl)Cl.O.O1CCCC1.C(#N)C.O1CCOCC1.C(Cl)(Cl)(Cl)Cl>[Br:1][C:2]1[C:19]([N+:20]([O-:22])=[O:21])=[CH:18][C:5]2[S:6](=[O:36])(=[O:17])[C:7]3[CH:12]=[C:11]([N+:13]([O-:15])=[O:14])[C:10]([Br:16])=[CH:9][C:8]=3[C:4]=2[CH:3]=1 |f:2.3|. Reactants: BrC1=CC2=C(S(C3=C2C=C(C(=C3)[N+](=O)[O-])Br)=O)C=C1[N+](=O)[O-] (2,8-dibromo-3,7-dinitrodibenzothiophene-5-oxide), BrC1=CC2=C(S(C3=C2C=C(C=C3)Br)=O)C=C1[N+](=O)[O-] (2,8-dibromo-3-nitrodibenzothiophene-5-oxide), I(=O)(=O)(=O)[O-].[Na+] (sodium periodate). The reagents and catalysts are [Ru](Cl)(Cl)Cl (ruthenium(III) chloride). The product is BrC1=CC2=C(S(C3=C2C=C(C(=C3)[N+](=O)[O-])Br)(=O)=O)C=C1[N+](=O)[O-] (2,8-dibromo-3,7-dinitrodibenzothiophene-5,5-dioxide). Conditions: temperature 45 celsius. Solvent: O (water), O (water), C(C)#N (acetonitrile), O (water), C(Cl)(Cl)(Cl)Cl (carbon tetrachloride), O1CCOCC1 (p-dioxane), C(C)#N (acetonitrile), O1CCCC1 (tetrahydrofuran). The reactants are Cc1ncc(-c2nc(Nc3ccc(N4CC(OS(C)(=O)=O)C4)cc3)ncc2F)n1C(C)C, CCOC(C)=O, [N-]=[N+]=[N-], [Na+], CN(C)C=O. The product is Cc1ncc(-c2nc(Nc3ccc(N4CC(N=[N+]=[N-])C4)cc3)ncc2F)n1C(C)C. As a reaction SMILES: [CH3:1][S:2]([O:3][CH:6]1[CH2:7][N:8]([c:10]2[cH:11][cH:12][c:13]([NH:16][c:17]3[n:18][cH:19][c:20]([F:32])[c:21](-[c:23]4[cH:24][n:25][c:26]([CH3:31])[n:27]4[CH:28]([CH3:29])[CH3:30])[n:22]3)[cH:14][cH:15]2)[CH2:9]1)(=[O:4])=[O:5].[CH3:42][CH2:43][O:44][C:45]([CH3:46])=[O:47].[N-:34]=[N+:35]=[N-:36].[Na+:33].[O:37]=[CH:38][N:39]([CH3:40])[CH3:41]>>[CH:6]1([N:34]=[N+:35]=[N-:36])[CH2:7][N:8]([c:10]2[cH:11][cH:12][c:13]([NH:16][c:17]3[n:18][cH:19][c:20]([F:32])[c:21](-[c:23]4[cH:24][n:25][c:26]([CH3:31])[n:27]4[CH:28]([CH3:29])[CH3:30])[n:22]3)[cH:14][cH:15]2)[CH2:9]1.